This data is from the Open Reaction Database (ORD), a public repository of structured organic reaction records. The task is: describe an organic reaction: reactants, conditions, products, and yield The reactants are ClC=1N=C(C2=C(N1)C=C(S2)CN2CCN(CC2)S(=O)(=O)C)N2CCOCC2 (2-Chloro-6-((4-methanesulfonyl-piperazin-1-yl)methyl)-4-morpholin-4-yl-thieno[3,2-d]pyrimidine), CC1(COB(OC1)C=1C=CC(=NC1)N(C(OC(C)(C)C)=O)C)C (tert-butyl 5-(5,5-dimethyl-1,3,2-dioxaborinan-2-yl)pyridin-2-yl(methyl)carbamate). Product: CNC1=NC=C(C=C1)C=1N=C(C2=C(N1)C=C(S2)CN2CCN(CC2)S(=O)(=O)C)N2CCOCC2 (N-methyl-5-(4-morpholino-6-((4-N-methylsulfonylpiperazin-1-yl)methyl)thieno[3,2-d]pyrimidin-2-yl)pyridin-2-amine). As a reaction SMILES: Cl[C:2]1[N:3]=[C:4]([N:22]2[CH2:27][CH2:26][O:25][CH2:24][CH2:23]2)[C:5]2[S:10][C:9]([CH2:11][N:12]3[CH2:17][CH2:16][N:15]([S:18]([CH3:21])(=[O:20])=[O:19])[CH2:14][CH2:13]3)=[CH:8][C:6]=2[N:7]=1.CC1(C)COB([C:35]2[CH:36]=[CH:37][C:38]([N:41](C)[C:42](=O)OC(C)(C)C)=[N:39][CH:40]=2)OC1>>[CH3:42][NH:41][C:38]1[CH:37]=[CH:36][C:35]([C:2]2[N:3]=[C:4]([N:22]3[CH2:27][CH2:26][O:25][CH2:24][CH2:23]3)[C:5]3[S:10][C:9]([CH2:11][N:12]4[CH2:17][CH2:16][N:15]([S:18]([CH3:21])(=[O:20])=[O:19])[CH2:14][CH2:13]4)=[CH:8][C:6]=3[N:7]=2)=[CH:40][N:39]=1. Procedure: 2-Chloro-6-((4-methanesulfonyl-piperazin-1-yl)methyl)-4-morpholin-4-yl-thieno[3,2-d]pyrimidine, prepared via General Procedure B-3, was reacted with tert-butyl 5-(5,5-dimethyl-1,3,2-dioxaborinan-2-yl)pyridin-2-yl(methyl)carbamate (Kumar et al (2003) J. Label Compd. Radiopharm., 46:1055-1065) via General Procedure A. Purification on silica yielded 195 (note BOC group cleaved during Suzuki reaction). NMR (CDCl3): 2.66-2.68 (m, 4H, 2×CH2), 2.80 (s, 3H, CH3), 3.00 (s, 3H, CH3), 3.28-3.30 (m, 4H, 2×C... Reactants: S(=O)(=O)(O)COC1CNC=2C3=C(C=CC12)C1=CC=CC=C1C=C3 (sulfomethoxynaphthoindoline), C1COS(=O)(=O)C1 (1,3-propane sultone), 95. The product is N-propylsulfonate naphthoindoline, C(=O)N1CCC2=CC=C3C(=C12)C=CC=C3 (Formyl-benzoindoline). Reaction SMILES: S(CO[CH:7]1[C:15]2[CH:14]=[CH:13][C:12]3[C:16]4[C:21]([CH:22]=[CH:23][C:11]=3[C:10]=2[NH:9][CH2:8]1)=CC=CC=4)(O)(=O)=O.C1CS(=O)(=O)[O:26][CH2:25]1>>[CH:25]([N:9]1[C:10]2[C:15](=[CH:14][CH:13]=[C:12]3[CH:16]=[CH:21][CH:22]=[CH:23][C:11]3=2)[CH2:7][CH2:8]1)=[O:26]. Procedure: N-propylsulfonate naphthoindoline 102 (FIG. 19) was prepared by alkylation of 93 (FIG. 17) with 1,3-propane sultone with heating. Formyl-benzoindoline derivative 107 (FIG. 20) was prepared by formylation of 95 (FIG. 18) by the procedures of Example 17. Starting materials: O=C([O-])[O-], N#Cc1ccccc1O, COC=C(C(=O)OC)c1ccccc1Oc1cc(Cl)ncn1, [K+], [K+], O. Product: COC=C(C(=O)OC)c1ccccc1Oc1cc(Oc2ccccc2C#N)ncn1. As a reaction SMILES: [C:10](=[O:11])([O-:12])[O-:13].[C:1](#[N:2])[c:3]1[c:4]([OH:9])[cH:5][cH:6][cH:7][cH:8]1.[Cl:16][c:17]1[cH:18][c:19]([O:23][c:24]2[c:25]([C:30]([C:31](=[O:32])[O:33][CH3:34])=[CH:35][O:36][CH3:37])[cH:26][cH:27][cH:28][cH:29]2)[n:20][cH:21][n:22]1.[K+:14].[K+:15].[OH2:38]>>[C:1](#[N:2])[c:3]1[c:4]([O:9][c:17]2[cH:18][c:19]([O:23][c:24]3[c:25]([C:30]([C:31](=[O:32])[O:33][CH3:34])=[CH:35][O:36][CH3:37])[cH:26][cH:27][cH:28][cH:29]3)[n:20][cH:21][n:22]2)[cH:5][cH:6][cH:7][cH:8]1. Reactants: Cn1nc(NCC(=O)O)c2cc(C(F)(F)F)cnc21, CCN=C=NCCCN(C)C, ClCCl, CC(C)(C)OC(=O)N1CC(N)C1, On1nnc2ccccc21. Yields the product Cn1nc(NCC(=O)NC2CN(C(=O)OC(C)(C)C)C2)c2cc(C(F)(F)F)cnc21. RXN SMILES: [CH3:1][n:2]1[n:3][c:4]([NH:15][CH2:16][C:17](=[O:18])[OH:19])[c:5]2[c:6]1[n:7][cH:8][c:9]([C:11]([F:12])([F:13])[F:14])[cH:10]2.[CH3:32][CH2:33][N:34]=[C:35]=[N:36][CH2:37][CH2:38][CH2:39][N:40]([CH3:41])[CH3:42].[Cl:53][CH2:54][Cl:55].[NH2:20][CH:21]1[CH2:22][N:23]([C:25](=[O:26])[O:27][C:28]([CH3:29])([CH3:30])[CH3:31])[CH2:24]1.[OH:43][n:44]1[c:45]2[c:46]([cH:47][cH:48][cH:49][cH:50]2)[n:51][n:52]1>>[CH3:1][n:2]1[n:3][c:4]([NH:15][CH2:16][C:17](=[O:19])[NH:20][CH:21]2[CH2:22][N:23]([C:25](=[O:26])[O:27][C:28]([CH3:29])([CH3:30])[CH3:31])[CH2:24]2)[c:5]2[c:6]1[n:7][cH:8][c:9]([C:11]([F:12])([F:13])[F:14])[cH:10]2. Reactants: CC1(OB(OC1(C)C)C1=CC=CC(=N1)N1CCOCC1)C (4-[6-(4,4,5,5-tetramethyl-1,3,2-dioxaborolan-2-yl)pyridin-2-yl]morpholine), BrC1=CC=C(C=C1)[C@H](C)N1C(O[C@](CC1)(C1=CC=CC=C1)CC(C)(C)O)=O ((S)-3-[(S)-1-(4-bromophenyl)ethyl]-6-(2-hydroxy-2-methyl-propyl)-6-phenyl-1,3-oxazinan-2-one). Yields the product OC(C[C@@]1(CCN(C(O1)=O)[C@@H](C)C1=CC=C(C=C1)C1=NC(=CC=C1)N1CCOCC1)C1=CC=CC=C1)(C)C ((S)-6-(2-hydroxy-2-methylpropyl)-3-{(S)-1-[4-(6-morpholinopyridin-2-yl)phenyl]ethyl}-6-phenyl-1,3-oxazinan-2-one). Reaction SMILES: CC1(C)C(C)(C)OB([C:9]2[N:14]=[C:13]([N:15]3[CH2:20][CH2:19][O:18][CH2:17][CH2:16]3)[CH:12]=[CH:11][CH:10]=2)O1.Br[C:23]1[CH:28]=[CH:27][C:26]([C@@H:29]([N:31]2[CH2:36][CH2:35][C@:34]([CH2:43][C:44]([OH:47])([CH3:46])[CH3:45])([C:37]3[CH:42]=[CH:41][CH:40]=[CH:39][CH:38]=3)[O:33][C:32]2=[O:48])[CH3:30])=[CH:25][CH:24]=1>>[OH:47][C:44]([CH3:45])([CH3:46])[CH2:43][C@@:34]1([C:37]2[CH:42]=[CH:41][CH:40]=[CH:39][CH:38]=2)[O:33][C:32](=[O:48])[N:31]([C@H:29]([C:26]2[CH:25]=[CH:24][C:23]([C:9]3[CH:10]=[CH:11][CH:12]=[C:13]([N:15]4[CH2:16][CH2:17][O:18][CH2:19][CH2:20]4)[N:14]=3)=[CH:28][CH:27]=2)[CH3:30])[CH2:36][CH2:35]1. Reported procedure: The title compound was prepared from 4-[6-(4,4,5,5-tetramethyl-1,3,2-dioxaborolan-2-yl)pyridin-2-yl]morpholine (purchased from CombiPhos Catalysts Inc., Princeton, N.J., USA) and (S)-3-[(S)-1-(4-bromophenyl)ethyl]-6-(2-hydroxy-2-methyl-propyl)-6-phenyl-1,3-oxazinan-2-one following a procedure analogous to that described in Example 35. LC (method 5): tR=1.68 min; Mass spectrum (ESI+): m/z=516 [M+H]+; 1H NMR (CD3OD) δ 0.95 (s, 3H), 1.24 (s, 3H), 1.58 (d, 3H), 2.17 (s, 2H), 2.25 (m, 1H), 2.47 (m, 2... Procedure: The title compound was prepared as described in Example 413, Step 2 using 6-chloro-3-ethynyl-2-methylpyridine (250 mg, 1.65 mmol) and ethylazidoacetate (0.93 ml, 1.65 mmol) as starting materials Yields the product C(C)OC(CN1N=NC(=C1)C=1C(=NC(=CC1)Cl)C)=O (Ethyl[4-(6-chloro-2-methylpyridin-3-yl)-1H-1,2,3-triazol-1-yl]acetate). Starting materials: ClC1=CC=C(C(=N1)C)C#C (6-chloro-3-ethynyl-2-methylpyridine), C(C)OC(CN=[N+]=[N-])=O (ethylazidoacetate). As a reaction SMILES: [Cl:1][C:2]1[N:7]=[C:6]([CH3:8])[C:5]([C:9]#[CH:10])=[CH:4][CH:3]=1.[CH2:11]([O:13][C:14](=[O:19])[CH2:15][N:16]=[N+:17]=[N-:18])[CH3:12]>>[CH2:11]([O:13][C:14](=[O:19])[CH2:15][N:16]1[CH:10]=[C:9]([C:5]2[C:6]([CH3:8])=[N:7][C:2]([Cl:1])=[CH:3][CH:4]=2)[N:18]=[N:17]1)[CH3:12]. Reactants: C(C)(C)(C)OC(NC(C(N(C)OC)=O)C1=CC(=C(C=C1)Cl)Cl)=O (rac-[(3,4-dichloro-phenyl)-(methoxy-methyl-carbamoyl)-methyl]-carbamic acid tert-butyl ester), C(C)(C)(C)OC(NC(C(N(C)OC)=O)C1=CC(=C(C=C1)Cl)Cl)=O (rac-[(3,4-dichloro-phenyl)-(methoxy-methyl-carbamoyl)-methyl]-carbamic acid tert-butyl ester), BrC=1C=C(C(=NC1)OC1CCOCC1)C (5-bromo-3-methyl-2-(tetrahydro-pyran-4-yloxy)-pyridine), BrC=1C=C(C(=NC1)OC1CCOCC1)C (5-bromo-3-methyl-2-(tetrahydro-pyran-4-yloxy)-pyridine). Product: C(C)(C)(C)OC(NC(C(=O)C=1C=NC(=C(C1)C)OC1CCOCC1)C1=CC(=C(C=C1)Cl)Cl)=O (rac-[1-(3,4-Dichloro-phenyl)-2-[5-methyl-6-(tetrahydro-pyran-4-yloxy)-pyridin-3-yl]-2-oxo-ethyl]-carbamic acid tert-butyl ester). RXN SMILES: [C:1]([O:5][C:6](=[O:23])[NH:7][CH:8]([C:15]1[CH:20]=[CH:19][C:18]([Cl:21])=[C:17]([Cl:22])[CH:16]=1)[C:9](=[O:14])N(OC)C)([CH3:4])([CH3:3])[CH3:2].Br[C:25]1[CH:26]=[C:27]([CH3:38])[C:28]([O:31][CH:32]2[CH2:37][CH2:36][O:35][CH2:34][CH2:33]2)=[N:29][CH:30]=1>>[C:1]([O:5][C:6](=[O:23])[NH:7][CH:8]([C:15]1[CH:20]=[CH:19][C:18]([Cl:21])=[C:17]([Cl:22])[CH:16]=1)[C:9]([C:25]1[CH:30]=[N:29][C:28]([O:31][CH:32]2[CH2:33][CH2:34][O:35][CH2:36][CH2:37]2)=[C:27]([CH3:38])[CH:26]=1)=[O:14])([CH3:2])([CH3:3])[CH3:4]. Reported procedure: The title compound was prepared from rac-[(3,4-dichloro-phenyl)-(methoxy-methyl-carbamoyl)-methyl]-carbamic acid tert-butyl ester (Intermediate 9) and 5-bromo-3-methyl-2-(tetrahydro-pyran-4-yloxy)-pyridine (Intermediate 24) in analogy to Example 1a): MS (ISN): 493.1 and 495.2 (M−H)−. The reactants are ClC1=CC=C(C=C1)CCC(=O)C1(CC1)Cl (1-chlorocyclopropyl 4-chlorophenylethyl ketone), [OH-].[K+] (potassium hydroxide), CSC (dimethyl sulphide), CSC (dimethyl sulphide), S(=O)(=O)(OC)OC (dimethyl sulphate), OO (hydrogen peroxide). The solvent is C(C)(C)(C)O (tert.-butanol), C(C)(C)(C)O (tert.-butanol). Conditions: temperature 30 celsius, time 14 hour. Yields the product ClC1(CC1)C1(OC1)CCC1=CC=C(C=C1)Cl (2-(1-chlorocyclopropyl)-2-(4-chlorophenylethyl)-oxirane). Yield: 74.4%. RXN SMILES: CSC.S([O:9][CH3:10])(OC)(=O)=O.[Cl:11][C:12]1[CH:17]=[CH:16][C:15]([CH2:18][CH2:19][C:20]([C:22]2([Cl:25])[CH2:24][CH2:23]2)=O)=[CH:14][CH:13]=1.[OH-].[K+].OO>C(O)(C)(C)C>[Cl:25][C:22]1([C:20]2([CH2:19][CH2:18][C:15]3[CH:14]=[CH:13][C:12]([Cl:11])=[CH:17][CH:16]=3)[CH2:10][O:9]2)[CH2:23][CH2:24]1 |f:3.4|. Procedure details: 16 ml (0.22 mol) of dimethyl sulphide and 24.2 g (0.19 mol) of dimethyl sulphate are added to 30 ml of tert.-butanol and the mixture is allowed to stand for 14 hours at 20° C. A solution of 17 g (0.07 mol) of 1-chlorocyclopropyl 4-chlorophenylethyl ketone in 70 ml of tert.-butanol is initially added dropwise with stirring to the reaction mixture and 22 g of potassium hydroxide powder are then introduced, the temperature of the reaction mixture being held at 20° to 30° C. The mixture is stirred f... The reactants are CC1=CC=C(O1)C=1C2=C(N=C(N1)N)N(N=N2)CC2=NC=CC(=C2)[N+](=O)[O-] (7-(5-methyl-2-furyl)-3-(4-nitro-2-pyridylmethyl)-3H-[1,2,3]triazolo[4,5-d]pyrimidine-5-amine), [Cl-].[NH4+] (ammonium chloride). Reagents/catalysts: [Zn] (zinc). Run in CCO (EtOH), CO (MeOH), O (water). Run at time 1 hour. Yields the product ONC1=CC(=NC=C1)CN1N=NC2=C1N=C(N=C2C=2OC(=CC2)C)N (3-(4-Hydroxylamino-2-pyridylmethyl)-7-(5-methyl-2-furyl)-3H-[1,2,3]triazolo[4,5-d]pyrimidine-5-amine). Isolated yield 69.5%. RXN SMILES: [CH3:1][C:2]1[O:6][C:5]([C:7]2[C:8]3[N:16]=[N:15][N:14]([CH2:17][C:18]4[CH:23]=[C:22]([N+:24]([O-])=[O:25])[CH:21]=[CH:20][N:19]=4)[C:9]=3[N:10]=[C:11]([NH2:13])[N:12]=2)=[CH:4][CH:3]=1.[Cl-].[NH4+]>CCO.CO.O.[Zn]>[OH:25][NH:24][C:22]1[CH:21]=[CH:20][N:19]=[C:18]([CH2:17][N:14]2[C:9]3[N:10]=[C:11]([NH2:13])[N:12]=[C:7]([C:5]4[O:6][C:2]([CH3:1])=[CH:3][CH:4]=4)[C:8]=3[N:16]=[N:15]2)[CH:23]=1 |f:1.2|. Procedure details: A solution of 7-(5-methyl-2-furyl)-3-(4-nitro-2-pyridylmethyl)-3H-[1,2,3]triazolo[4,5-d]pyrimidine-5-amine (60 mg, 0.17 mmol) in EtOH (40 mL), MeOH (20 mL) and water (15 mL) was treated with ammonium chloride (280 mg, 5.23 mmol) and zinc (138 mg, 2.05 mmol), stirred for 1 h, filtered through Celite, concentrated in vacuo to ˜20 mL, diluted with brine (20 mL), extracted with EtOAc (3×20 mL) and the combined organic phase dried (MgSO4) and concentrated in vacuo to give the title compound (40 mg, 7...